This data is from the Open Reaction Database (ORD), a public repository of structured organic reaction records. The task is: describe an organic reaction: reactants, conditions, products, and yield The reactants are O (Water), C(C)(C)Br (Isopropylbromide), C(C)OC(=O)C=1C=NN(C1C)C1=NC=C(C=C1)O (1-(5-hydroxypyridin-2-yl)-5-methyl-1H-pyrazole-4-carboxylic acid ethyl ester), C([O-])([O-])=O.[K+].[K+] (potassium carbonate). Solvent: CN(C=O)C (N,N-dimethylformamide). Reaction conditions: temperature 80 celsius, time 2.5 hour. The product is C(C)(C)OC=1C=CC(=NC1)N1N=CC(=C1C)C(=O)O (1-(5-Isopropyloxypyridin-2-yl)-5-methyl-1H-pyrazole-4-carboxylic acid). As a reaction SMILES: [CH:1](Br)([CH3:3])[CH3:2].C([O:7][C:8]([C:10]1[CH:11]=[N:12][N:13]([C:16]2[CH:21]=[CH:20][C:19]([OH:22])=[CH:18][N:17]=2)[C:14]=1[CH3:15])=[O:9])C.C(=O)([O-])[O-].[K+].[K+].O>CN(C)C=O>[CH:1]([O:22][C:19]1[CH:20]=[CH:21][C:16]([N:13]2[C:14]([CH3:15])=[C:10]([C:8]([OH:9])=[O:7])[CH:11]=[N:12]2)=[N:17][CH:18]=1)([CH3:3])[CH3:2] |f:2.3.4|. Reported procedure: Isopropylbromide (164 μl) was added to a suspension of 1-(5-hydroxypyridin-2-yl)-5-methyl-1H-pyrazole-4-carboxylic acid ethyl ester (333 mg) and potassium carbonate (558 mg) in N,N-dimethylformamide (1.5 ml) and stirred at 80° C. for 2.5 hours. Water was added to the reaction solution and extracted with ethyl acetate. The organic layer was washed with water and saturated brine, dried over anhydrous sodium sulfate and concentrated in vacuo. The resulting residue was reacted and treated in a simil... Starting materials: N1N=CC(=C1)C1=CC2=C(C=N1)C=NN2C2=CC=CC(=N2)N2CCN(CCC2)C(=O)OC(C)(C)C (tert-butyl 4-(6-(6-(1H-pyrazol-4-yl)-1H-pyrazolo[4,3-c]pyridin-1-yl)pyridin-2-yl)-1,4-diazepane-1-carboxylate), BrCCF (1-bromo-2-fluoroethane). Yields the product N1(CCNCCC1)C1=CC=CC(=N1)N1N=CC=2C=NC(=CC21)C=2C=NN(C2)CCF (1-(6-(1,4-Diazepan-1-yl)pyridin-2-yl)-6-(1-(2-fluoroethyl)-1H-pyrazol-4-yl)-1H-pyrazolo[4,3-c]pyridine). The yield is 87.5%. RXN SMILES: [NH:1]1[CH:5]=[C:4]([C:6]2[N:11]=[CH:10][C:9]3[CH:12]=[N:13][N:14]([C:15]4[N:20]=[C:19]([N:21]5[CH2:27][CH2:26][CH2:25][N:24](C(OC(C)(C)C)=O)[CH2:23][CH2:22]5)[CH:18]=[CH:17][CH:16]=4)[C:8]=3[CH:7]=2)[CH:3]=[N:2]1.Br[CH2:36][CH2:37][F:38]>>[N:21]1([C:19]2[N:20]=[C:15]([N:14]3[C:8]4[CH:7]=[C:6]([C:4]5[CH:5]=[N:1][N:2]([CH2:36][CH2:37][F:38])[CH:3]=5)[N:11]=[CH:10][C:9]=4[CH:12]=[N:13]3)[CH:16]=[CH:17][CH:18]=2)[CH2:27][CH2:26][CH2:25][NH:24][CH2:23][CH2:22]1. Reported procedure: Following the procedures as described in Example 61 and starting with tert-butyl 4-(6-(6-(1H-pyrazol-4-yl)-1H-pyrazolo[4,3-c]pyridin-1-yl)pyridin-2-yl)-1,4-diazepane-1-carboxylate and 1-bromo-2-fluoroethane, 153 was obtained as a yellow solid (60 mg, 87.5%) over two steps. 1H NMR (500 MHz, DMSO-d6) δ (ppm) 9.12 (s, 1H), 8.63 (s, 1H), 8.51 (s, 1H), 8.28 (s, 1H), 7.95 (s, 1H), 7.49-7.66 (m, 1H), 7.13-7.15 (d, J=7.5 Hz, 1H), 6.55-6.57 (d, J=8.5 Hz, 1H), 4.88-4.90 (m, 1H), 4.73-4.80 (m, 1H), 4.54-4....